This data is from the Open Reaction Database (ORD), a public repository of structured organic reaction records. The task is: describe an organic reaction: reactants, conditions, products, and yield As a reaction SMILES: [C:1]([C:8]1[C:9]([NH2:19])=[C:10]([C:14](=O)[C:15]([OH:17])=[O:16])[CH:11]=[CH:12][CH:13]=1)([O:3][C:4]([CH3:7])([CH3:6])[CH3:5])=[O:2].Cl.[NH2:21][OH:22]>>[C:1]([C:8]1[C:9]([NH2:19])=[C:10]([C:14](=[N:21][OH:22])[C:15]([OH:17])=[O:16])[CH:11]=[CH:12][CH:13]=1)([O:3][C:4]([CH3:7])([CH3:6])[CH3:5])=[O:2] |f:1.2|. Product: C(=O)(OC(C)(C)C)C=1C(=C(C=CC1)C(C(=O)O)=NO)N (2-(3-BOC-Aminophenyl)-2-hydroxyiminoacetic acid). Reported procedure: 11.7 g of 2-(3-BOC-aminophenyl)-glyoxylic acid are reacted with 5 g of hydroxylamine hydrochloride in the manner described in Example 4. 2-(3-BOC-Aminophenyl)-2-hydroxyiminoacetic acid is obtained. Starting materials: C(=O)(OC(C)(C)C)C=1C(=C(C=CC1)C(C(=O)O)=O)N (2-(3-BOC-aminophenyl)-glyoxylic acid), Cl.NO (hydroxylamine hydrochloride). The reactants are C1(=CC=CC=C1)C1=C(OC=2N=CNC(C21)=O)C2=CC=CC=C2 (5,6-diphenylfuro[2,3-d]pyrimidin-4(3H)-one), O=P(Cl)(Cl)Cl (POCl3), C([O-])(O)=O.[Na+] (sodium bicarbonate). The solvent is O (Water). Reaction conditions: temperature 60 celsius. Yields the product ClC=1C2=C(N=CN1)OC(=C2C2=CC=CC=C2)C2=CC=CC=C2 (4-chloro-5,6-diphenylfuro[2,3-d]pyrimidine). Isolated yield 63.0%. As a reaction SMILES: [C:1]1([C:7]2[C:15]3[C:14](=O)[NH:13][CH:12]=[N:11][C:10]=3[O:9][C:8]=2[C:17]2[CH:22]=[CH:21][CH:20]=[CH:19][CH:18]=2)[CH:6]=[CH:5][CH:4]=[CH:3][CH:2]=1.O=P(Cl)(Cl)[Cl:25].C(=O)(O)[O-].[Na+]>O>[Cl:25][C:14]1[C:15]2[C:7]([C:1]3[CH:6]=[CH:5][CH:4]=[CH:3][CH:2]=3)=[C:8]([C:17]3[CH:22]=[CH:21][CH:20]=[CH:19][CH:18]=3)[O:9][C:10]=2[N:11]=[CH:12][N:13]=1 |f:2.3|. Procedure: A mixture of 5,6-diphenylfuro[2,3-d]pyrimidin-4(3H)-one (3 g) and POCl3 (30 mL) was heated at 55-65° C. for 3 h. Water was then added followed by sodium bicarbonate. The resulting mixture was extracted with ethyl acetate. The organic layer was concentrated and the crude compound was purified by silica gel column chromatography using a mixture of hexanes:ethyl acetate (95:5), to give white solid 4-chloro-5,6-diphenylfuro[2,3-d]pyrimidine (2 g, 63%). 1H NMR (300 MHz, CDCl3): δ 8.77 (s, 1H), 7.61-7... Reactants: CN(C(OC(C)(C)C)=O)C1=C(C=CC(=C1)SC1=CC=C(C=C1)C)[N+](=O)[O-] (t-butyl N-methyl-N-[5-(4-methylthiophenoxy)-2-nitrophenyl]carbamate). Reagents/catalysts: [Pd] (palladium on carbon). Solvent: CO (methanol). The product is NC1=C(C=C(C=C1)SC1=CC=C(C=C1)C)N(C(OC(C)(C)C)=O)C (t-Butyl N-[2-amino-5-(4-methylthiophenoxy)phenyl]-N-methylcarbamate). Isolated yield 83.4%. As a reaction SMILES: [CH3:1][N:2]([C:10]1[CH:15]=[C:14]([S:16][C:17]2[CH:22]=[CH:21][C:20]([CH3:23])=[CH:19][CH:18]=2)[CH:13]=[CH:12][C:11]=1[N+:24]([O-])=O)[C:3](=[O:9])[O:4][C:5]([CH3:8])([CH3:7])[CH3:6]>[Pd].CO>[NH2:24][C:11]1[CH:12]=[CH:13][C:14]([S:16][C:17]2[CH:18]=[CH:19][C:20]([CH3:23])=[CH:21][CH:22]=2)=[CH:15][C:10]=1[N:2]([CH3:1])[C:3](=[O:9])[O:4][C:5]([CH3:6])([CH3:8])[CH3:7]. Reported procedure: In a similar manner to that described in Reference Example 7, a reaction was carried out using t-butyl N-methyl-N-[5-(4-methylthiophenoxy)-2-nitrophenyl]carbamate (2.53 g), palladium on carbon (10%, 2.5 g) and methanol (55 ml) and the reaction mixture was purified to give the title compound (1.94 g). Reactants: Cl[Si](C)(C)C (chlorotrimethylsilane), FC1=CC=C(C=O)C=C1 (4-fluorobenzaldehyde), C(N)(OC(C)(C)C)=O (tert-butyl carbamate), C1(=CC=C(C=C1)S(=O)(=O)[O-])C.[Na+] (sodium p-toluenesulfonate). The solvent is C(C)#N (acetonitrile), O (water). Run at temperature 5 celsius, time 8 hour. Yields the product FC1=CC=C(C=C1)C(S(=O)(=O)C1=CC=C(C=C1)C)NC(OC(C)(C)C)=O (tert-butyl [(4-fluorophenyl)(toluene-4-sulfonyl)methyl]carbamate). The yield is 79.1%. Reaction SMILES: [F:1][C:2]1[CH:9]=[CH:8][C:5]([CH:6]=O)=[CH:4][CH:3]=1.[C:10](=[O:17])([O:12][C:13]([CH3:16])([CH3:15])[CH3:14])[NH2:11].[C:18]1([CH3:28])[CH:23]=[CH:22][C:21]([S:24]([O-])(=[O:26])=[O:25])=[CH:20][CH:19]=1.[Na+].Cl[Si](C)(C)C>C(#N)C.O>[F:1][C:2]1[CH:9]=[CH:8][C:5]([CH:6]([NH:11][C:10](=[O:17])[O:12][C:13]([CH3:16])([CH3:15])[CH3:14])[S:24]([C:21]2[CH:22]=[CH:23][C:18]([CH3:28])=[CH:19][CH:20]=2)(=[O:26])=[O:25])=[CH:4][CH:3]=1 |f:2.3|. Procedure: 15.0 g (121 mmol) of 4-fluorobenzaldehyde were added to a solution of 21.3 g (184 mmol) of tert-butyl carbamate and 32.3 g (181 mmol) of sodium p-toluenesulfonate in 430 ml of acetonitrile under argon. While cooling to 0-10° C., 26.3 g (242 mmol) of chlorotrimethylsilane were added dropwise, and the mixture was left to stir at room temperature overnight. After addition of 400 ml of water, the precipitated product was filtered off with suction and dried in vacuo at 50° C. 36.3 g of tert-butyl [(4... The reactants are resultant mixture, C(C)(=O)O[BH-](OC(C)=O)OC(C)=O.[Na+] (Sodium triacetoxyborohydride), ClC1=CC=C2C(=C1NC1=NC=NC3=CC(=CC(=C13)OC1CCNCC1)OC(C)C)OCO2 (4-(6-chloro-2,3-methylenedioxyanilino)-7-isopropoxy-5-piperidin-4-yloxyquinazoline), C=O (formaldehyde), C(C)(=O)O (acetic acid). Solvent: CO (methanol), C(Cl)Cl (methylene chloride). The product is ClC1=CC=C2C(=C1NC1=NC=NC3=CC(=CC(=C13)OC1CCN(CC1)C)OC(C)C)OCO2 (4-(6-chloro-2,3-methylenedioxyanilino)-7-isopropoxy-5-(N-methylpiperidin-4-yloxy)quinazoline). The yield is 85.4%. Reaction SMILES: [C:1](O[BH-](OC(=O)C)OC(=O)C)(=O)C.[Na+].[Cl:15][C:16]1[C:21]([NH:22][C:23]2[C:32]3[C:27](=[CH:28][C:29]([O:40][CH:41]([CH3:43])[CH3:42])=[CH:30][C:31]=3[O:33][CH:34]3[CH2:39][CH2:38][NH:37][CH2:36][CH2:35]3)[N:26]=[CH:25][N:24]=2)=[C:20]2[O:44][CH2:45][O:46][C:19]2=[CH:18][CH:17]=1.C=O.C(O)(=O)C>CO.C(Cl)Cl>[Cl:15][C:16]1[C:21]([NH:22][C:23]2[C:32]3[C:27](=[CH:28][C:29]([O:40][CH:41]([CH3:42])[CH3:43])=[CH:30][C:31]=3[O:33][CH:34]3[CH2:35][CH2:36][N:37]([CH3:1])[CH2:38][CH2:39]3)[N:26]=[CH:25][N:24]=2)=[C:20]2[O:44][CH2:45][O:46][C:19]2=[CH:18][CH:17]=1 |f:0.1|. Reported procedure: Sodium triacetoxyborohydride (0.087 g) was added portionwise to a stirred mixture of 4-(6-chloro-2,3-methylenedioxyanilino)-7-isopropoxy-5-piperidin-4-yloxyquinazoline (0.125 g), aqueous formaldehyde (13N, 0.042 ml), acetic acid (0.019 ml), methylene chloride (5 ml) and methanol (2 ml) and the resultant mixture was heated to reflux for 3 minutes. The mixture was evaporated and the residue was partitioned between ethyl acetate and 1N aqueous sodium hydroxide solution. The organic layer was washed... Reactants: CCOC(=O)c1cc(C2CCN(C(=O)OC(C)(C)C)CC2)nc2c1cnn2C(C)C, CCO, CS(C)=O, Cc1cc(C)c(CN)c(=O)[nH]1, [Na+], [OH-]. Product: Cc1cc(C)c(CNC(=O)c2cc(C3CCN(C(=O)OC(C)(C)C)CC3)nc3c2cnn3C(C)C)c(=O)[nH]1. As a reaction SMILES: [C:3]([CH3:4])([CH3:5])([CH3:6])[O:7][C:8](=[O:9])[N:10]1[CH2:11][CH2:12][CH:13]([c:16]2[cH:17][c:18]([C:28](=[O:29])[O:30][CH2:31][CH3:32])[c:19]3[c:20]([n:21]2)[n:22]([CH:25]([CH3:26])[CH3:27])[n:23][cH:24]3)[CH2:14][CH2:15]1.[CH3:44][CH2:45][OH:46].[CH3:47][S:48]([CH3:49])=[O:50].[NH2:33][CH2:34][c:35]1[c:36](=[O:43])[nH:37][c:38]([CH3:42])[cH:39][c:40]1[CH3:41].[Na+:2].[OH-:1]>>[C:3]([CH3:4])([CH3:5])([CH3:6])[O:7][C:8](=[O:9])[N:10]1[CH2:11][CH2:12][CH:13]([c:16]2[cH:17][c:18]([C:28](=[O:29])[NH:33][CH2:34][c:35]3[c:36](=[O:43])[nH:37][c:38]([CH3:42])[cH:39][c:40]3[CH3:41])[c:19]3[c:20]([n:21]2)[n:22]([CH:25]([CH3:26])[CH3:27])[n:23][cH:24]3)[CH2:14][CH2:15]1. The reactants are C1(=CC=CC=C1)C1=CC(=CC=C1)C1=CC=CC=C1 (meta-terphenyl), [Al] (aluminum), ClC(C[Si](Cl)(Cl)Cl)Cl ((2,2-dichloroethyl)-trichlorosilane). Solvent: C(=S)=S (CS2), CCCCCC (hexane), CCCCCC (hexane). Product: Cl[Si](Cl)(Cl)CC1C2=CC=CC=C2C=2C=C(C=CC12)C1=CC=CC=C1 (9-(trichlorosilyl)methyl-3-phenylfluorene). Yield: 15.0%. RXN SMILES: [C:1]1([C:7]2[CH:12]=[CH:11][CH:10]=[C:9]([C:13]3[CH:18]=[CH:17][CH:16]=[CH:15][CH:14]=3)[CH:8]=2)[CH:6]=[CH:5][CH:4]=[CH:3][CH:2]=1.[Al].Cl[CH:21](Cl)[CH2:22][Si:23]([Cl:26])([Cl:25])[Cl:24]>C(=S)=S.CCCCCC>[Cl:24][Si:23]([CH2:22][CH:21]1[C:12]2[CH:11]=[CH:10][C:9]([C:13]3[CH:14]=[CH:15][CH:16]=[CH:17][CH:18]=3)=[CH:8][C:7]=2[C:1]2[C:2]1=[CH:3][CH:4]=[CH:5][CH:6]=2)([Cl:26])[Cl:25]. Procedure details: In the same apparatus and procedures as Example 1 above, 5.0 g (21.7 mmol) of meta-terphenyl and 0.47 g (17.4 mmol) of aluminum foil were alkylated in CS2 (50 ml) solution with (2,2-dichloroethyl)-trichlorosilane 6.68 g (21.7 mmol) under dry nitrogen atmospheric pressure for 24 hr at reflux temperature. Freshly distilled hexane (100 ml) was added to the reaction mixture and insoluble solids in hexane were filtered from the organic solution. After hexane and CS2 were distilled, recrystallization ... RXN SMILES: [C:19]([OH:20])(=[O:21])[CH3:22].[CH3:1][C:2]1([CH3:17])[CH2:3][CH:4]=[C:5]([c:8]2[n:9][cH:10][cH:11][cH:12][c:13]2[N+:14]([O-:15])=[O:16])[CH2:6][CH2:7]1.[CH3:23][CH2:24][OH:25].[OH2:18]>>[CH3:1][C:2]1([CH3:17])[CH2:3][CH:4]=[C:5]([c:8]2[n:9][cH:10][cH:11][cH:12][c:13]2[NH2:14])[CH2:6][CH2:7]1. Product: CC1(C)CC=C(c2ncccc2N)CC1. Reactants: CC(=O)O, CC1(C)CC=C(c2ncccc2[N+](=O)[O-])CC1, CCO, O. Reactants: C(C)(C)(C)OC(=O)[C@@H](C\C=C\C1=CC=CC=C1)[C@H](C(=O)NNC(CN)=O)CC(C)C ((E)-2(R)-[1(S)-(tert-butoxycarbonyl)-4-phenyl-3-butenyl]-2′-glycinyl-4-methylvalerohydrazide), C(C)N1CCOCC1 (N-ethylmorpholine), solution, C(=O)(Cl)Cl (phosgene). Run in C(C)(=O)OCC (ethyl acetate), ClCCl (dichloromethane), C1(=CC=CC=C1)C (toluene). Reaction conditions: time 3 hour. The product is C(C)(C)(C)OC(=O)[C@@H](C\C=C\C1=CC=CC=C1)[C@H](C(=O)NN1C(NCC1=O)=O)CC(C)C ((E)-2(R)-[1(S)-(tert-butoxycarbonyl)-4-phenyl-3-butenyl]-4-methyl-N-(2,5-dioxo 1-imidazolidinyl)valeramide). As a reaction SMILES: [C:1]([O:5][C:6]([C@H:8]([C@@H:18]([CH2:27][CH:28]([CH3:30])[CH3:29])[C:19]([NH:21][NH:22][C:23](=[O:26])[CH2:24][NH2:25])=[O:20])[CH2:9]/[CH:10]=[CH:11]/[C:12]1[CH:17]=[CH:16][CH:15]=[CH:14][CH:13]=1)=[O:7])([CH3:4])([CH3:3])[CH3:2].C(N1CC[O:36][CH2:35]C1)C.C(Cl)(Cl)=O>ClCCl.C1(C)C=CC=CC=1.C(OCC)(=O)C>[C:1]([O:5][C:6]([C@H:8]([C@@H:18]([CH2:27][CH:28]([CH3:30])[CH3:29])[C:19]([NH:21][N:22]1[C:23](=[O:26])[CH2:24][NH:25][C:35]1=[O:36])=[O:20])[CH2:9]/[CH:10]=[CH:11]/[C:12]1[CH:17]=[CH:16][CH:15]=[CH:14][CH:13]=1)=[O:7])([CH3:4])([CH3:3])[CH3:2]. Procedure: A solution of 0.83 g of (E)-2(R)-[1(S)-(tert-butoxycarbonyl)-4-phenyl-3-butenyl]-2′-glycinyl-4-methylvalerohydrazide in 50 ml of dichloromethane was cooled to 0° C. under nitrogen and treated with 0.76 ml of N-ethylmorpholine and 1.34 ml of a 1.93M solution of phosgene in toluene. The mixture was left to warm to room temperature and was stirred for 3 hours. The mixture was diluted with ethyl acetate and washed with 2M aqueous hydrogen chloride and saturated aqueous sodium chloride. The organic p... The reactants are C(=O)C1=CN(C2=CC=CC=C12)C (3-formyl-1-methylindole), NC1=C(C(=C(C=C1)CC(=O)OC)F)O (methyl (4-amino-2-fluoro-3-hydroxyphenyl)acetate), 4A, C(C)(=O)O.C(C)(=O)O.IC1=CC=CC=C1 (iodobenzene diacetate). Run in CO (methanol). Conditions: time 3 hour. The product is FC1=C(C=CC=2N=C(OC21)C2=CN(C1=CC=CC=C21)C)CC(=O)OC (methyl 7-fluoro-2-(1-methyl-3-indolyl)-6-benzoxazolylacetate). Yield: 50.8%. As a reaction SMILES: [CH:1]([C:3]1[C:11]2[C:6](=[CH:7][CH:8]=[CH:9][CH:10]=2)[N:5]([CH3:12])[CH:4]=1)=[O:2].[NH2:13][C:14]1[CH:19]=[CH:18][C:17]([CH2:20][C:21]([O:23][CH3:24])=[O:22])=[C:16]([F:25])[C:15]=1O.C(O)(=O)C.C(O)(=O)C.IC1C=CC=CC=1>CO>[F:25][C:16]1[C:15]2[O:2][C:1]([C:3]3[C:11]4[C:6](=[CH:7][CH:8]=[CH:9][CH:10]=4)[N:5]([CH3:12])[CH:4]=3)=[N:13][C:14]=2[CH:19]=[CH:18][C:17]=1[CH2:20][C:21]([O:23][CH3:24])=[O:22] |f:2.3.4|. Reported procedure: In methanol (50 ml), 3-formyl-1-methylindole (796 mg, 5.0 mmol), methyl (4-amino-2-fluoro-3-hydroxyphenyl)acetate (1.0 g, 5.0 mmol) and Molecular Sieves 4A (10 g) were stirred at room temperature for 5 hours and then, at 70° C. for 3 hours. The reaction mixture was cooled to room temperature and iodobenzene diacetate (5.0 mmol) was added thereto. After stirring at room temperature for 14 hours, the reaction mixture was distilled under reduced pressure to remove the solvent. The residue was purif...